The task is: describe an organic reaction: reactants, conditions, products, and yield. This data is from the Open Reaction Database (ORD), a public repository of structured organic reaction records. Yields the product FC1=C(C=CC(=C1)F)Cl (2,4-difluorochlorobenzene). The yield is 91.0%. Procedure: The chlorine gas which is used is employed in anhydrous form. The reaction of the m-difluoronitro-aromatic compounds with the chlorine must be carried out in the absence of Lewis acids or other chlorinating catalysts. The required temperatures are within the range from 80° to 250° C. preferably 100° to 200° C. The reaction can be carried out in the presence or absence of a fluoride-capturing agent. The necessary chlorodifluorobenzene compound (starting compound) can, for example, be prepared as ... Conditions: time 1.5 hour. Starting materials: ClCl (chlorine), [F-] (fluoride), m-difluoronitro-aromatic compounds, ClCl (chlorine), ClC=1C(=C(C=CC1)F)F (chlorodifluorobenzene), FC1=C(C=CC(=C1)F)[N+](=O)[O-] (2,4-difluoronitrobenzene). Reaction SMILES: ClCl.[F-].[Cl:4][C:5]1[C:6]([F:12])=[C:7](F)[CH:8]=[CH:9][CH:10]=1.[F:13]C1C=C(F)C=CC=1[N+]([O-])=O>>[F:12][C:6]1[CH:7]=[C:8]([F:13])[CH:9]=[CH:10][C:5]=1[Cl:4].